This data is from the Open Reaction Database (ORD), a public repository of structured organic reaction records. The task is: describe an organic reaction: reactants, conditions, products, and yield The reactants are CCOc1ccc(C(=O)c2ccc(CBr)c(Br)c2)cc1, CC(=O)[O-], [Na+], CN(C)C=O, O. The product is CCOc1ccc(C(=O)c2ccc(COC(C)=O)c(Br)c2)cc1. Reaction SMILES: [Br:1][c:2]1[cH:3][c:4]([C:10](=[O:11])[c:12]2[cH:13][cH:14][c:15]([O:18][CH2:19][CH3:20])[cH:16][cH:17]2)[cH:5][cH:6][c:7]1[CH2:8][Br:9].[CH3:22][C:23]([O-:24])=[O:25].[Na+:21].[O:26]=[CH:27][N:28]([CH3:29])[CH3:30].[OH2:31]>>[Br:1][c:2]1[cH:3][c:4]([C:10](=[O:11])[c:12]2[cH:13][cH:14][c:15]([O:18][CH2:19][CH3:20])[cH:16][cH:17]2)[cH:5][cH:6][c:7]1[CH2:8][O:25][C:23]([CH3:22])=[O:24]. Reactants: Cl.C(C)(=O)OCC (hydrochloric acid ethyl acetate), C(C=C)NC=1N=C(C2=C(N1)C(=CS2)C)NC(NC(C)(C)C)=O (2-allylamino-4-(t-butylcarbamoyl)amino-7-methylthieno[3,2-d]pyrimidine). The solvent is C(C)(=O)OCC (ethyl acetate). Yields the product Cl.C(C=C)NC=1N=C(C2=C(N1)C(=CS2)C)NC(NC(C)(C)C)=O (2-Allylamino-4-(t-butylcarbamoyl)amino-7-methylthieno[3,2-d]pyrimidine hydrochloride). Isolated yield 90.3%. As a reaction SMILES: [ClH:1].C(OCC)(=O)C.[CH2:8]([NH:11][C:12]1[N:13]=[C:14]([NH:22][C:23](=[O:29])[NH:24][C:25]([CH3:28])([CH3:27])[CH3:26])[C:15]2[S:20][CH:19]=[C:18]([CH3:21])[C:16]=2[N:17]=1)[CH:9]=[CH2:10]>C(OCC)(=O)C>[ClH:1].[CH2:8]([NH:11][C:12]1[N:13]=[C:14]([NH:22][C:23](=[O:29])[NH:24][C:25]([CH3:28])([CH3:27])[CH3:26])[C:15]2[S:20][CH:19]=[C:18]([CH3:21])[C:16]=2[N:17]=1)[CH:9]=[CH2:10] |f:0.1,4.5|. Procedure: A 4 N hydrochloric acid-ethyl acetate solution was added dropwise to a solution of 398 mg (1.3 mmol) of 2-allylamino-4-(t-butylcarbamoyl)amino-7-methylthieno[3,2-d]pyrimidine in ethyl acetate under ice cooling. Crystals thus precipitated were filtered out to give 400 mg (yield: 90.3%) of the title compound. Procedure details: Using 3-fluoro-azetidine and 1-methyl-5-(2-morpholin-4-yl-[1,2,4]triazolo[1,5-a]pyridin-6-ylcarbamoyl)-1H-pyrazole-4-carboxylic acid, the title compound was prepared in the same manner as described for example 2. Off-white solid (150 mg, 76%). MS: m/z=429 (M+H+). Starting materials: FC1CNC1 (3-fluoro-azetidine), CN1N=CC(=C1C(NC=1C=CC=2N(C1)N=C(N2)N2CCOCC2)=O)C(=O)O (1-methyl-5-(2-morpholin-4-yl-[1,2,4]triazolo[1,5-a]pyridin-6-ylcarbamoyl)-1H-pyrazole-4-carboxylic acid), solid. The product is N1(CCOCC1)C1=NN2C(C=CC(=C2)NC(=O)C=2N(N=CC2C(=O)N2CC(C2)F)C)=N1 (4-(3-Fluoro-azetidine-1-carbonyl)-2-methyl-2H-pyrazole-3-carboxylic acid (2-morpholin-4-yl-[1,2,4]triazolo[1,5-a]pyridin-6-yl)-amide). Reaction SMILES: [F:1][CH:2]1[CH2:5][NH:4][CH2:3]1.[CH3:6][N:7]1[C:11]([C:12](=[O:29])[NH:13][C:14]2[CH:15]=[CH:16][C:17]3[N:18]([N:20]=[C:21]([N:23]4[CH2:28][CH2:27][O:26][CH2:25][CH2:24]4)[N:22]=3)[CH:19]=2)=[C:10]([C:30](O)=[O:31])[CH:9]=[N:8]1>>[N:23]1([C:21]2[N:22]=[C:17]3[CH:16]=[CH:15][C:14]([NH:13][C:12]([C:11]4[N:7]([CH3:6])[N:8]=[CH:9][C:10]=4[C:30]([N:4]4[CH2:5][CH:2]([F:1])[CH2:3]4)=[O:31])=[O:29])=[CH:19][N:18]3[N:20]=2)[CH2:24][CH2:25][O:26][CH2:27][CH2:28]1. The product is CCN(CCCCCCO)c1ccc(C=O)cc1. As a reaction SMILES: [C:18](=[O:19])([O-:20])[O-:21].[CH2:24]([CH3:25])[I:26].[CH3:28][S:29]([CH3:30])=[O:31].[F:1][c:2]1[cH:3][cH:4][c:5]([CH:6]=[O:7])[cH:8][cH:9]1.[K+:22].[K+:23].[NH2:10][CH2:11][CH2:12][CH2:13][CH2:14][CH2:15][CH2:16][OH:17].[OH2:27]>>[c:2]1([N:10]([CH2:11][CH2:12][CH2:13][CH2:14][CH2:15][CH2:16][OH:17])[CH2:24][CH3:25])[cH:3][cH:4][c:5]([CH:6]=[O:7])[cH:8][cH:9]1. Reactants: O=C([O-])[O-], CCI, CS(C)=O, O=Cc1ccc(F)cc1, [K+], [K+], NCCCCCCO, O. The reactants are OC=1C(C=CC=C(C1)OC)=O (2-hydroxy-4-methoxy-2,4,6-cycloheptatrien-1-one), C([O-])([O-])=O.[K+].[K+] (potassium carbonate), S(=O)(=O)(OC)OC (dimethyl sulfate). The solvent is CC(CC)=O (2-butanone). Product: COC=1C(C=CC=C(C1)OC)=O (2,4-dimethoxy-2,4,6-cycloheptatrien-1-one), COC=1C(C=C(C=CC1)OC)=O (2,6-dimethoxy-2,4,6-cycloheptatrien-1-one). Reaction SMILES: [OH:1][C:2]1[C:3](=[O:11])[CH:4]=[CH:5][CH:6]=[C:7]([O:9][CH3:10])[CH:8]=1.[C:12](=O)([O-])[O-].[K+].[K+].S(OC)(O[CH3:22])(=O)=O>CC(=O)CC>[CH3:12][O:1][C:2]1[C:3](=[O:11])[CH:4]=[CH:5][CH:6]=[C:7]([O:9][CH3:10])[CH:8]=1.[CH3:22][O:11][C:3]1[C:2](=[O:1])[CH:8]=[C:7]([O:9][CH3:10])[CH:6]=[CH:5][CH:4]=1 |f:1.2.3|. Procedure details: A mixture of 2-hydroxy-4-methoxy-2,4,6-cycloheptatrien-1-one (described above, 13 g), potassium carbonate (23.6 g), dimethyl sulfate (21.6 g) and 2-butanone (130 ml) is heated at reflux for 3 hours. The mixture is filtered and the filtrate is evaporated. The residue is subjected to chromatography on silica gel using acetone-ethyl acetate (1:1) and evaporation of the eluates gives 2,4-dimethoxy-2,4,6-cycloheptatrien-1-one and 2,6-dimethoxy-2,4,6-cycloheptatrien-1-one. The reactants are COC(=O)c1ccc(CCC2(C3CCCC3)CC(=O)CC(=O)O2)cc1F, Cl, [Na+], [OH-]. Product: O=C1CC(=O)OC(CCc2ccc(C(=O)O)c(F)c2)(C2CCCC2)C1. RXN SMILES: [CH:1]1([C:6]2([CH2:14][CH2:15][c:16]3[cH:17][c:18]([F:26])[c:19]([C:20](=[O:21])[O:22][CH3:23])[cH:24][cH:25]3)[O:7][C:8](=[O:13])[CH2:9][C:10](=[O:12])[CH2:11]2)[CH2:2][CH2:3][CH2:4][CH2:5]1.[ClH:29].[Na+:28].[OH-:27]>>[CH:1]1([C:6]2([CH2:14][CH2:15][c:16]3[cH:17][c:18]([F:26])[c:19]([C:20](=[O:21])[OH:22])[cH:24][cH:25]3)[O:7][C:8](=[O:13])[CH2:9][C:10](=[O:12])[CH2:11]2)[CH2:2][CH2:3][CH2:4][CH2:5]1. Reactants: [H-].[Na+] (sodium hydride), ClC1=C(OCC(=O)O)C=CC(=C1Cl)C(C1=CC=C(C=C1)[N+](=O)[O-])=O (2,3-dichloro-4-(4-nitrobenzoyl)phenoxyacetic acid), C(C1=CC=CC=C1)=NO (benzaldoxime), [H][H] (hydrogen). Run in CN(C)C=O (DMF). Reaction conditions: time 15 hour. Yields the product ClC1=C(OCC(=O)O)C=CC(=C1Cl)C(C1=CC=C(C=C1)O)=O (2,3-dichloro-4-(4-hydroxybenzoyl)phenoxyacetic acid). Isolated yield 88.0%. RXN SMILES: [H-].[Na+].C(=N[OH:11])C1C=CC=CC=1.[H][H].[Cl:14][C:15]1[C:25]([Cl:26])=[C:24]([C:27](=[O:37])[C:28]2[CH:33]=[CH:32][C:31]([N+]([O-])=O)=[CH:30][CH:29]=2)[CH:23]=[CH:22][C:16]=1[O:17][CH2:18][C:19]([OH:21])=[O:20]>CN(C=O)C>[Cl:14][C:15]1[C:25]([Cl:26])=[C:24]([C:27](=[O:37])[C:28]2[CH:33]=[CH:32][C:31]([OH:11])=[CH:30][CH:29]=2)[CH:23]=[CH:22][C:16]=1[O:17][CH2:18][C:19]([OH:21])=[O:20] |f:0.1|. Procedure: In the above described equipment, 0.312 g. of sodium hydride in 17.5 ml. of DMF is stirred while dropwise adding 0.874 ml. of benzaldoxime. The exothermic reaction forms a heavy precipitate while generating hydrogen gas. When the H2 -evolution ceases, 1,4806 g. of 2,3-dichloro-4-(4-nitrobenzoyl)phenoxyacetic acid is added, which will start H2 -evolution again and produce a homogenous dark solution. Upon further stirring, a precipitate starts to form which after several hours may become heavy eno...